From a dataset of the Open Reaction Database (ORD), a public repository of structured organic reaction records. describe an organic reaction: reactants, conditions, products, and yield Starting materials: NC1=NC(=NS1)C(C(=O)N[C@H]1[C@@H]2N(C(=C(CS2)C[N+]2(CCNCC2)C)C(=O)[O-])C1=O)=NOCC(=O)O (7β-[2-(5-amino-1,2,4-thiadiazol-3-yl)-2-carboxymethoxyiminoacetamido]-3-(1-methyl-1-piperazinio)methyl-3-cephem-4-carboxylate), C([O-])(O)=O.[Na+] (sodium bicarbonate), C(C)(=O)OC=1C=C(C(=O)Cl)C=CC1OC(C)=O (3,4-diacetoxybenzoyl chloride). Solvent: CC(=O)C (acetone), O (water). Yields the product NC1=NC(=NS1)C(C(=O)N[C@H]1[C@@H]2N(C(=C(CS2)C[N+]2(CCN(CC2)C(C2=CC(=C(C=C2)O)O)=O)C)C(=O)[O-])C1=O)=NOCC(=O)O (7β-[2-(5-amino-1,2,4-thiadiazol-3-yl)-2-carboxymethoxyiminoacetamido]-3-[1-methyl- 4-(3,4-dihydroxybenzoyl)- 1-piperazinio]methyl-3-cephem-4carboxylate). Yield: 39.2%. As a reaction SMILES: [NH2:1][C:2]1[S:6][N:5]=[C:4]([C:7](=[N:31][O:32][CH2:33][C:34]([OH:36])=[O:35])[C:8]([NH:10][C@@H:11]2[C:29](=[O:30])[N:13]3[C:14]([C:26]([O-:28])=[O:27])=[C:15]([CH2:18][N+:19]4([CH3:25])[CH2:24][CH2:23][NH:22][CH2:21][CH2:20]4)[CH2:16][S:17][C@H:12]23)=[O:9])[N:3]=1.C(=O)(O)[O-].[Na+].C([O:45][C:46]1[CH:47]=[C:48]([CH:52]=[CH:53][C:54]=1[O:55]C(=O)C)[C:49](Cl)=[O:50])(=O)C>CC(C)=O.O>[NH2:1][C:2]1[S:6][N:5]=[C:4]([C:7](=[N:31][O:32][CH2:33][C:34]([OH:36])=[O:35])[C:8]([NH:10][C@@H:11]2[C:29](=[O:30])[N:13]3[C:14]([C:26]([O-:28])=[O:27])=[C:15]([CH2:18][N+:19]4([CH3:25])[CH2:20][CH2:21][N:22]([C:49](=[O:50])[C:48]5[CH:52]=[CH:53][C:54]([OH:55])=[C:46]([OH:45])[CH:47]=5)[CH2:23][CH2:24]4)[CH2:16][S:17][C@H:12]23)=[O:9])[N:3]=1 |f:1.2|. Procedure details: The solution of 7β-[2-(5-amino-1,2,4-thiadiazol-3-yl)-2-carboxymethoxyiminoacetamido]-3-(1-methyl-1-piperazinio)methyl-3-cephem-4-carboxylate (syn isomer) (540 mg) in acetone (5 ml) and water (5 ml) was adjusted to pH 7.0 with a saturated aqueous solution of sodium bicarbonate. To the mixture was added 3,4-diacetoxybenzoyl chloride (308 mg) at pH 6.5-7.0. The mixture was stirred for an hour and evaporated in vacuo to remove acetone. The residue was adjusted to pH 8.5 with a saturated aqueous sol... The reactants are Cl.C(C)(C)(C)NCC(=O)C1=CC(=C(C=C1)OC(C1=CC=C(C=C1)OC)=O)OC(C1=CC=C(C=C1)OC)=O (3,4-bis(p-anisoyloxy)phenyl tert-butylaminomethyl ketone hydrochloride). Reagents/catalysts: [Pd] (palladium-on-charcoal). Run in C(C)O (ethyl alcohol). The product is Cl.C(C1=CC=C(C=C1)OC)(=O)OC=1C=C(C(CNC(C)(C)C)O)C=CC1OC(C1=CC=C(C=C1)OC)=O (3,4-bis(p-anisoyloxy)-alpha-(tert-butylaminomethyl)benzyl alcohol hydrochloride). The yield is 51.5%. As a reaction SMILES: [ClH:1].[C:2]([NH:6][CH2:7][C:8]([C:10]1[CH:15]=[CH:14][C:13]([O:16][C:17](=[O:26])[C:18]2[CH:23]=[CH:22][C:21]([O:24][CH3:25])=[CH:20][CH:19]=2)=[C:12]([O:27][C:28](=[O:37])[C:29]2[CH:34]=[CH:33][C:32]([O:35][CH3:36])=[CH:31][CH:30]=2)[CH:11]=1)=[O:9])([CH3:5])([CH3:4])[CH3:3]>[Pd].C(O)C>[ClH:1].[C:28]([O:27][C:12]1[CH:11]=[C:10]([CH:15]=[CH:14][C:13]=1[O:16][C:17](=[O:26])[C:18]1[CH:19]=[CH:20][C:21]([O:24][CH3:25])=[CH:22][CH:23]=1)[CH:8]([OH:9])[CH2:7][NH:6][C:2]([CH3:5])([CH3:4])[CH3:3])(=[O:37])[C:29]1[CH:34]=[CH:33][C:32]([O:35][CH3:36])=[CH:31][CH:30]=1 |f:0.1,4.5|. Procedure details: By catalytic hydrogenation of 12.0 g of 3,4-bis(p-anisoyloxy)phenyl tert-butylaminomethyl ketone hydrochloride in 300 ml.of anhydrous ethyl alcohol in the presence of 2.0 g. of 10 percent palladium-on-charcoal catalyst there was obtained 6.2 g of 3,4-bis(p-anisoyloxy)-alpha-(tert-butylaminomethyl)benzyl alcohol hydrochloride as a white crystalline solid which melted at 165° C. (uncorr.). The solubility of this salt in polyethyleneglycol 200 at 25° C. was less than 1 percent. When 1 percent solut... The reactants are C1(=CC=CC=C1)OC(N(C(=O)OC1=CC=CC=C1)C1=NC=CC(=C1)OC1=CC(=C(C=C1)NC(=O)C1(CC1)C(NC1=CC=CC=C1)=O)F)=O ([4-(3-fluoro-4-{[1-(phenylcarbamoyl)cyclopropanecarbonyl]amino}phenoxy)pyridin-2-yl]-N-(phenoxycarbonyl)carbamic acid phenyl ester), CN1CCN(CC1)C1CCNCC1 (1-methyl-4-(piperidin-4-yl)piperazine). The solvent is CN(C=O)C (N,N-dimethylformamide). Conditions: time 5 hour. The product is FC1=C(C=CC(=C1)OC1=CC(=NC=C1)NC(=O)N1CCC(CC1)N1CCN(CC1)C)NC(=O)C1(CC1)C(=O)NC1=CC=CC=C1 (N-(2-Fluoro-4-{[2-({[4-(4-methylpiperazin-1-yl)piperidin-1-yl]carbonyl}amino)pyridin-4-yl]oxy}phenyl)-N′-phenylcyclopropane-1,1-dicarboxamide). Isolated yield 29.7%. As a reaction SMILES: C1([O:7][C:8](=O)[N:9]([C:19]2[CH:24]=[C:23]([O:25][C:26]3[CH:31]=[CH:30][C:29]([NH:32][C:33]([C:35]4([C:38](=[O:46])[NH:39][C:40]5[CH:45]=[CH:44][CH:43]=[CH:42][CH:41]=5)[CH2:37][CH2:36]4)=[O:34])=[C:28]([F:47])[CH:27]=3)[CH:22]=[CH:21][N:20]=2)C(OC2C=CC=CC=2)=O)C=CC=CC=1.[CH3:49][N:50]1[CH2:55][CH2:54][N:53]([CH:56]2[CH2:61][CH2:60][NH:59][CH2:58][CH2:57]2)[CH2:52][CH2:51]1>CN(C)C=O>[F:47][C:28]1[CH:27]=[C:26]([O:25][C:23]2[CH:22]=[CH:21][N:20]=[C:19]([NH:9][C:8]([N:59]3[CH2:58][CH2:57][CH:56]([N:53]4[CH2:52][CH2:51][N:50]([CH3:49])[CH2:55][CH2:54]4)[CH2:61][CH2:60]3)=[O:7])[CH:24]=2)[CH:31]=[CH:30][C:29]=1[NH:32][C:33]([C:35]1([C:38]([NH:39][C:40]2[CH:41]=[CH:42][CH:43]=[CH:44][CH:45]=2)=[O:46])[CH2:37][CH2:36]1)=[O:34]. Procedure: To a solution of [4-(3-fluoro-4-{[1-(phenylcarbamoyl)cyclopropanecarbonyl]amino}phenoxy)pyridin-2-yl]-N-(phenoxycarbonyl)carbamic acid phenyl ester (100 mg) in N,N-dimethylformamide (2.0 ml) was added 1-methyl-4-(piperidin-4-yl)piperazine (114 mg) at room temperature, followed by stirring for 5 hr. The reaction mixture was partitioned between ethyl acetate and water. The organic layer was washed with a saturated aqueous solution of ammonium chloride and brine in this order, and dried over anhydr... Reactants: BrCCOC1=CC(=CC(=C1)S(=O)(=O)C)F (1-(2-bromoethoxy)-3-fluoro-5-methylsulfonyl-benzene), C(C)NCC (di-ethylamine). Solvent: C(C)O (ethanol). Yields the product C(C)N(CCOC1=CC(=CC(=C1)S(=O)(=O)C)F)CC (N,N-DIETHYL-2-(3-FLUORO-5-METHYLSULFONYL-PHENOXY)ETHANAMINE). The yield is 61.7%. RXN SMILES: Br[CH2:2][CH2:3][O:4][C:5]1[CH:10]=[C:9]([S:11]([CH3:14])(=[O:13])=[O:12])[CH:8]=[C:7]([F:15])[CH:6]=1.[CH2:16]([NH:18][CH2:19][CH3:20])[CH3:17]>C(O)C>[CH2:16]([N:18]([CH2:19][CH3:20])[CH2:2][CH2:3][O:4][C:5]1[CH:10]=[C:9]([S:11]([CH3:14])(=[O:13])=[O:12])[CH:8]=[C:7]([F:15])[CH:6]=1)[CH3:17]. Procedure details: Preparation according to Example 1 but performed in one portion: 1-(2-bromoethoxy)-3-fluoro-5-methylsulfonyl-benzene (0.5 g, 1.68 mmol) and di-ethylamine (1.39 ml, 13.46 mmol) in ethanol (4 ml). Purification by flash column chromatography (ethyl acetate/methanol, 1:0 to 1:1) gave the title compound (300 mg, 61.6%). The amine was converted to the hydrochloric acid salt and re-crystallized from methanol/diethyl ether: M.p. 172.3° C. MS m/z (relative intensity, 70 eV) 289 (M+, 1), 274 (6), 87 (6), ...